Dataset: the Open Reaction Database (ORD), a public repository of structured organic reaction records. Task: describe an organic reaction: reactants, conditions, products, and yield As a reaction SMILES: [Br-:1].[Br-:2].[C:3](#[CH:4])[Mg+:5].[CH2:15]1[O:16][CH2:17][CH2:18][CH2:19]1.[Cl:6][c:7]1[cH:8][c:9]([I:14])[cH:10][c:11]([Cl:13])[cH:12]1.[Zn:20]>>[C:3](#[CH:4])[c:9]1[cH:8][c:7]([Cl:6])[cH:12][c:11]([Cl:13])[cH:10]1. Reactants: [Br-], [Br-], C#C[Mg+], C1CCOC1, Clc1cc(Cl)cc(I)c1, [Zn]. The product is C#Cc1cc(Cl)cc(Cl)c1. The reactants are F[C@@]12[C@]3(C=CC(C=C3CC[C@H]1[C@@H]1C[C@@H]([C@](C(CS)=O)([C@]1(C[C@@H]2O)C)O)C)=O)C (9-fluoro-11β,17-dihydroxy-16β-methylpregna-1,4-diene-3,20-dione-21-thiol), C(C)(=O)N[C@@H](CCSC)C(=O)O (N-acetyl-L-methionine). The product is C(C)(=O)NC(C(SCC([C@]1([C@H](C[C@H]2[C@@H]3CCC4=CC(C=C[C@]4(C)[C@]3(C(C[C@]12C)O)F)=O)C)O)=O)=O)CCSC (21-[2-(acetylamino)-4-methylthio-1-oxobutylthio]-9-fluoro-11 ,17-dihydroxy-16β-methylpregna-1,4-diene-3,20-dione). Isolated yield 53.4%. Reaction SMILES: [F:1][C@:2]12[C@@H:22]([OH:23])[CH2:21][C@@:20]3([CH3:24])[C@@H:12]([CH2:13][C@H:14]([CH3:26])[C@:15]3([OH:25])[C:16](=[O:19])[CH2:17][SH:18])[C@@H:11]1[CH2:10][CH2:9][C:8]1[C@:3]2([CH3:28])[CH:4]=[CH:5][C:6](=[O:27])[CH:7]=1.[C:29]([NH:32][C@H:33]([C:38](O)=[O:39])[CH2:34][CH2:35][S:36][CH3:37])(=[O:31])[CH3:30]>>[C:29]([NH:32][CH:33]([CH2:34][CH2:35][S:36][CH3:37])[C:38](=[O:39])[S:18][CH2:17][C:16](=[O:19])[C@:15]1([OH:25])[C@:20]2([CH3:24])[C@H:12]([C@H:11]3[C@:2]([F:1])([CH:22]([OH:23])[CH2:21]2)[C@:3]2([CH3:28])[C:8](=[CH:7][C:6](=[O:27])[CH:5]=[CH:4]2)[CH2:9][CH2:10]3)[CH2:13][C@@H:14]1[CH3:26])(=[O:31])[CH3:30]. Procedure details: The title compound (0.38 gm) was prepared from 9-fluoro-11β,17-dihydroxy-16β-methylpregna-1,4-diene-3,20-dione-21-thiol (0.50 gm) and N-acetyl-L-methionine (0.70 gm) in the same manner as in Synthetic Example 1. Yields the product C(#N)[C@@]12CCC=3[C@@H]4CC[C@H]([C@@H](CCCC(C)C)C)[C@]4(CCC3[C@]2(CCC(C1)=O)C)C (5-cyano-5β-cholest-8-en-3-one), C(#N)[C@]12CCC=3[C@@H]4CC[C@H]([C@@H](CCCC(C)C)C)[C@]4(CCC3[C@]2(CCC(C1)=O)C)C (5-cyano-5α-cholest-8-en-3-one). Procedure: 30 ml of a diethylaluminum cyanide solution (1 N, in toluene) are added to a solution of 3.82 g cholesta-4,8-dien-3-one in 60 ml tetrahydrofuran at 0° C. The reaction mixture is warmed to room temperature and stirred for 4 hours. 20 ml of a sodium hydroxide solution (1 N) are added before the mixture is extracted with diethyl ether. The organic layer is separated, dried over anhydrous sodium sulphate and filtered. After evaporation of the solvent the residue is chromatographed with a mixture of ... RXN SMILES: [C-:1]#[N:2].C([Al+]CC)C.[CH3:8][CH:9]([CH2:11][CH2:12][CH2:13][C@H:14]([C@@H:16]1[C@:33]2([CH3:34])[C@H:19]([C:20]3[CH2:21][CH2:22][C:23]4[C@:28]([C:30]=3[CH2:31][CH2:32]2)([CH3:29])[CH2:27][CH2:26][C:25](=[O:35])[CH:24]=4)[CH2:18][CH2:17]1)[CH3:15])[CH3:10].[OH-].[Na+]>O1CCCC1>[C:1]([C@@:23]12[CH2:24][C:25](=[O:35])[CH2:26][CH2:27][C@:28]1([CH3:29])[C:30]1[CH2:31][CH2:32][C@@:33]3([CH3:34])[C@@H:19]([CH2:18][CH2:17][C@@H:16]3[C@H:14]([CH3:15])[CH2:13][CH2:12][CH2:11][CH:9]([CH3:8])[CH3:10])[C:20]=1[CH2:21][CH2:22]2)#[N:2].[C:1]([C@:23]12[CH2:24][C:25](=[O:35])[CH2:26][CH2:27][C@:28]1([CH3:29])[C:30]1[CH2:31][CH2:32][C@@:33]3([CH3:34])[C@@H:19]([CH2:18][CH2:17][C@@H:16]3[C@H:14]([CH3:15])[CH2:13][CH2:12][CH2:11][CH:9]([CH3:8])[CH3:10])[C:20]=1[CH2:21][CH2:22]2)#[N:2] |f:0.1,3.4|. The solvent is O1CCCC1 (tetrahydrofuran). Conditions: time 4 hour. Starting materials: [C-]#N.C(C)[Al+]CC (diethylaluminum cyanide), CC(C)CCC[C@@H](C)[C@H]1CC[C@H]2C=3CCC4=CC(CC[C@]4(C)C3CC[C@]12C)=O (cholesta-4,8-dien-3-one), [OH-].[Na+] (sodium hydroxide).